From a dataset of the Open Reaction Database (ORD), a public repository of structured organic reaction records. describe an organic reaction: reactants, conditions, products, and yield Starting materials: C(C1=CC=CC=C1)N1N=C2C=C(C=CC2=C1)C=1C=C(N2N=CN=C(C21)N)C2CCN(CC2)CCO[Si](C)(C)C(C)(C)C (5-(2-benzyl-2H-indazol-6-yl)-7-[1-(2-{[tert-butyl(dimethyl)silyl]oxy}ethyl)piperidin-4-yl]pyrrolo[2,1-f][1,2,4]triazin-4-amine), Cl (hydrochloric acid), C(=O)(O)[O-].[Na+] (NaHCO3). Run in C(C)O (ethanol). Conditions: time 48 hour. The product is NC1=NC=NN2C1=C(C=C2C2CCN(CC2)CCO)C=2C=CC1=CN(N=C1C2)CC2=CC=CC=C2 (2-{4-[4-amino-5-(2-benzyl-2H-indazol-6-yl)pyrrolo[2,1-f][1,2,4]triazin-7-yl]piperidin-1-yl}ethanol). The yield is 59.2%. RXN SMILES: [CH2:1]([N:8]1[CH:16]=[C:15]2[C:10]([CH:11]=[C:12]([C:17]3[CH:18]=[C:19]([CH:27]4[CH2:32][CH2:31][N:30]([CH2:33][CH2:34][O:35][Si](C(C)(C)C)(C)C)[CH2:29][CH2:28]4)[N:20]4[C:25]=3[C:24]([NH2:26])=[N:23][CH:22]=[N:21]4)[CH:13]=[CH:14]2)=[N:9]1)[C:2]1[CH:7]=[CH:6][CH:5]=[CH:4][CH:3]=1.Cl.C([O-])(O)=O.[Na+]>C(O)C>[NH2:26][C:24]1[C:25]2=[C:17]([C:12]3[CH:13]=[CH:14][C:15]4[C:10]([CH:11]=3)=[N:9][N:8]([CH2:1][C:2]3[CH:3]=[CH:4][CH:5]=[CH:6][CH:7]=3)[CH:16]=4)[CH:18]=[C:19]([CH:27]3[CH2:28][CH2:29][N:30]([CH2:33][CH2:34][OH:35])[CH2:31][CH2:32]3)[N:20]2[N:21]=[CH:22][N:23]=1 |f:2.3|. Procedure: To a solution of 5-(2-benzyl-2H-indazol-6-yl)-7-[1-(2-{[tert-butyl(dimethyl)silyl]oxy}ethyl)piperidin-4-yl]pyrrolo[2,1-f][1,2,4]triazin-4-amine (38 mg, 0.065 mmol) in 95% aqueous ethanol (300 μL) was added concentrated hydrochloric acid (6 μL). The reaction was stirred (rt) for 48 h. The mixture was basified (pH 9) with, the addition of saturated aqueous NaHCO3 solution and was evaporated to remove volatiles. The aqueous mixture was extracted with ethyl acetate (3×20 mL) and the combined organic... Starting materials: BrCCOC1CCCCO1, O=C([O-])O, COCOc1ccc(-c2[nH]c3cc(C(=O)OC)ccc3c2C2CCCCC2)c(OCOC)c1, CN(C)C=O, [H-], [Na+], [Na+]. Yields the product COCOc1ccc(-c2c(C3CCCCC3)c3ccc(C(=O)OC)cc3n2CCOC2CCCCO2)c(OCOC)c1. RXN SMILES: [Br:36][CH2:37][CH2:38][O:39][CH:40]1[O:41][CH2:42][CH2:43][CH2:44][CH2:45]1.[C:46](=[O:47])([O-:48])[OH:49].[CH3:1][O:2][CH2:3][O:4][c:5]1[c:6](-[c:15]2[nH:16][c:17]3[cH:18][c:19]([C:30](=[O:31])[O:32][CH3:33])[cH:20][cH:21][c:22]3[c:23]2[CH:24]2[CH2:25][CH2:26][CH2:27][CH2:28][CH2:29]2)[cH:7][cH:8][c:9]([O:11][CH2:12][O:13][CH3:14])[cH:10]1.[CH3:51][N:52]([CH3:53])[CH:54]=[O:55].[H-:34].[Na+:35].[Na+:50]>>[CH3:1][O:2][CH2:3][O:4][c:5]1[c:6](-[c:15]2[n:16]([CH2:37][CH2:38][O:39][CH:40]3[O:41][CH2:42][CH2:43][CH2:44][CH2:45]3)[c:17]3[cH:18][c:19]([C:30](=[O:31])[O:32][CH3:33])[cH:20][cH:21][c:22]3[c:23]2[CH:24]2[CH2:25][CH2:26][CH2:27][CH2:28][CH2:29]2)[cH:7][cH:8][c:9]([O:11][CH2:12][O:13][CH3:14])[cH:10]1. Starting materials: CCOc1ccc(N)cc1, COc1ccc(Cl)cc1. Yields the product CCOc1ccc(Nc2ccc(OC)cc2)cc1. As a reaction SMILES: [CH2:10]([CH3:11])[O:12][c:13]1[cH:14][cH:15][c:16]([NH2:17])[cH:18][cH:19]1.[Cl:1][c:2]1[cH:3][cH:4][c:5]([O:8][CH3:9])[cH:6][cH:7]1>>[c:2]1([NH:17][c:16]2[cH:15][cH:14][c:13]([O:12][CH2:10][CH3:11])[cH:19][cH:18]2)[cH:3][cH:4][c:5]([O:8][CH3:9])[cH:6][cH:7]1. The reactants are C(C)(C)[N-]C(C)C.[Li+] (lithium diisopropylamide), C(C=1C(N)=CC=CC1)#N (anthranilonitrile), C1CC2CC1CC2=O (norcamphor). The reagents and catalysts are C1(=CC=C(C=C1)S(=O)(=O)O)C (para-toluenesulfonic acid). Procedure details: A solution of anthranilonitrile (3.6 g, 30.0 mmole), norcamphor (3.3 g, 30.0 mmole) and para-toluenesulfonic acid (50 mg) in benzene (50 ml) was heated to reflux using a Dean Stark apparatus. After heating for 18 hours, the reaction mixture was then cooled (25° C.) and the separated water (about 1.5 ml) was withdrawn. The excess benzene was then removed under vacuum (1 mm Hg, 15 minutes). The oily residue thus obtained was dissolved in tetrahydrofuran (THF, 10 ml) and was cooled to 0° C. and a s... Conditions: temperature 25 celsius, time 3 hour. Product: NC=1C2=CC=CC=C2N=C2C3CCC(C12)C3 (9-Amino-1,2,3,4-tetrahydro-1,4-methanoacridine). Solvent: O1CCCC1 (THF), O1CCCC1 (tetrahydrofuran), C1=CC=CC=C1 (benzene). As a reaction SMILES: [C:1](#[N:9])[C:2]1[C:3](=[CH:5][CH:6]=[CH:7][CH:8]=1)[NH2:4].[CH2:10]1[CH:14]2[CH2:15][C:16](=O)[CH:12]([CH2:13]2)[CH2:11]1.C([N-]C(C)C)(C)C.[Li+]>C1C=CC=CC=1.O1CCCC1.C1(C)C=CC(S(O)(=O)=O)=CC=1>[NH2:9][C:1]1[C:2]2[C:3]([N:4]=[C:11]3[C:10]=1[CH:14]1[CH2:13][CH:12]3[CH2:16][CH2:15]1)=[CH:5][CH:6]=[CH:7][CH:8]=2 |f:2.3|. Yield: 25.4%. Reactants: O1CCNCC(C1)N1N=C(C=2C1=NC=NC2N)C2=CC=C(C=C2)OC2=CC=CC=C2 (1-(1,4-oxazepan-6-yl)-3-(4-phenoxyphenyl)-1H-pyrazolo[3,4-d]pyrimidin-4-amine), C(CCC)(=O)O (butyric acid). The product is NC1=C2C(=NC=N1)N(N=C2C2=CC=C(C=C2)OC2=CC=CC=C2)C2CN(CCOC2)C(CCC)=O (1-(6-(4-amino-3-(4-phenoxyphenyl)-1H-pyrazolo[3,4-d]pyrimidin-1-yl)-1,4-oxazepan-4-yl)butan-1-one). RXN SMILES: [O:1]1[CH2:7][CH:6]([N:8]2[C:12]3=[N:13][CH:14]=[N:15][C:16]([NH2:17])=[C:11]3[C:10]([C:18]3[CH:23]=[CH:22][C:21]([O:24][C:25]4[CH:30]=[CH:29][CH:28]=[CH:27][CH:26]=4)=[CH:20][CH:19]=3)=[N:9]2)[CH2:5][NH:4][CH2:3][CH2:2]1.[C:31](O)(=[O:35])[CH2:32][CH2:33][CH3:34]>>[NH2:17][C:16]1[N:15]=[CH:14][N:13]=[C:12]2[N:8]([CH:6]3[CH2:7][O:1][CH2:2][CH2:3][N:4]([C:31](=[O:35])[CH2:32][CH2:33][CH3:34])[CH2:5]3)[N:9]=[C:10]([C:18]3[CH:19]=[CH:20][C:21]([O:24][C:25]4[CH:30]=[CH:29][CH:28]=[CH:27][CH:26]=4)=[CH:22][CH:23]=3)[C:11]=12. Reported procedure: 1-(1,4-oxazepan-6-yl)-3-(4-phenoxyphenyl)-1H-pyrazolo[3,4-d]pyrimidin-4-amine is coupled with butyric acid under basic condition to afford title compound in good yield. Starting materials: C1CCOC1, CNC, COC(=O)Cc1coc2ccc(CBr)cc12, CCO. Yields the product COC(=O)Cc1coc2ccc(CN(C)C)cc12. Reaction SMILES: [CH2:20]1[O:21][CH2:22][CH2:23][CH2:24]1.[CH3:17][NH:18][CH3:19].[CH3:1][O:2][C:3]([CH2:4][c:5]1[cH:6][o:7][c:8]2[c:9]1[cH:10][c:11]([CH2:14][Br:15])[cH:12][cH:13]2)=[O:16].[CH3:25][CH2:26][OH:27]>>[CH3:1][O:2][C:3]([CH2:4][c:5]1[cH:6][o:7][c:8]2[c:9]1[cH:10][c:11]([CH2:14][N:18]([CH3:17])[CH3:19])[cH:12][cH:13]2)=[O:16].